This data is from the Open Reaction Database (ORD), a public repository of structured organic reaction records. The task is: describe an organic reaction: reactants, conditions, products, and yield Reactants: C1(=C(C=CC=C1)C1=CC(=NC=C1)OC)C1=CC=CC=C1 (4-(biphenyl-2-yl)-2-methoxypyridine), II (iodine). Run in C1(=CC=CC=C1)C (toluene). Product: COC=1N=CC2=C3C(=C4C(=C2C1)C=CC=C4)C=CC=C3 (3-methoxydibenzo[f,h]isoquinoline). Yield: 17.7%. RXN SMILES: [C:1]1([C:15]2[CH:20]=[CH:19][CH:18]=[CH:17][CH:16]=2)[CH:6]=[CH:5][CH:4]=[CH:3][C:2]=1[C:7]1[CH:12]=[CH:11][N:10]=[C:9]([O:13][CH3:14])[CH:8]=1.II>C1(C)C=CC=CC=1>[CH3:14][O:13][C:9]1[N:10]=[CH:11][C:12]2[C:7]([CH:8]=1)=[C:2]1[CH:3]=[CH:4][CH:5]=[CH:6][C:1]1=[C:15]1[CH:20]=[CH:19][CH:18]=[CH:17][C:16]=21. Procedure: 4-(biphenyl-2-yl)-2-methoxypyridine (2.9 g, 10.9 mmol), iodine (281 mg, 1.1 mmol) and toluene were charged into a double-walled quartz photochemical reactor equipped with magnetic stirring, an air bubbler and an ultraviolet lamp. Gentle air was bubbled through the solvent while it was irradiated for 15 h. The reaction mixture was purified by flash chromatography on silica (hexane:ethyl acetate) and sonicated in MeOH to give 3-methoxydibenzo[f,h]isoquinoline (0.5 g, 17%). The reactants are CI, CCOCC, Cc1nc(N(Cc2ccccc2)Cc2ccccc2)c2nc(C)n(CC(C)C)c2c1C, [Li]CCCC, C1CCOC1, O. Yields the product CCc1nc2c(N(Cc3ccccc3)Cc3ccccc3)nc(C)c(C)c2n1CC(C)C. As a reaction SMILES: [CH3:37][I:38].[CH3:45][CH2:46][O:47][CH2:48][CH3:49].[CH3:6][c:7]1[n:8]([CH2:33][CH:34]([CH3:35])[CH3:36])[c:9]2[c:10]([c:11]([N:17]([CH2:18][c:19]3[cH:20][cH:21][cH:22][cH:23][cH:24]3)[CH2:25][c:26]3[cH:27][cH:28][cH:29][cH:30][cH:31]3)[n:12][c:13]([CH3:16])[c:14]2[CH3:15])[n:32]1.[Li:1][CH2:2][CH2:3][CH2:4][CH3:5].[O:39]1[CH2:40][CH2:41][CH2:42][CH2:43]1.[OH2:44]>>[CH3:2][CH2:6][c:7]1[n:8]([CH2:33][CH:34]([CH3:35])[CH3:36])[c:9]2[c:10]([c:11]([N:17]([CH2:18][c:19]3[cH:20][cH:21][cH:22][cH:23][cH:24]3)[CH2:25][c:26]3[cH:27][cH:28][cH:29][cH:30][cH:31]3)[n:12][c:13]([CH3:16])[c:14]2[CH3:15])[n:32]1.